This data is from the Open Reaction Database (ORD), a public repository of structured organic reaction records. The task is: describe an organic reaction: reactants, conditions, products, and yield The reactants are COC(=O)c1cc(Cc2c(C)c(OC)c(OC)c(OC)c2OC)ccc1OS(=O)(=O)C(F)(F)F, Cc1ccccc1, CCOC(C)=O, [Cl-], [Li+], [Na+], [Na+], O=C([O-])[O-], CC(C)(O)C(C)(C)O, OB(O)c1ccncc1. The product is COC(=O)c1cc(Cc2c(C)c(OC)c(OC)c(OC)c2OC)ccc1-c1ccncc1. RXN SMILES: [CH3:1][O:2][c:3]1[c:4]([CH3:34])[c:5]([CH2:6][c:7]2[cH:8][cH:9][c:10]([O:17][S:18]([C:19]([F:20])([F:21])[F:22])(=[O:23])=[O:24])[c:11]([C:12](=[O:13])[O:14][CH3:15])[cH:16]2)[c:25]([O:32][CH3:33])[c:26]([O:30][CH3:31])[c:27]1[O:28][CH3:29].[CH3:60][c:61]1[cH:62][cH:63][cH:64][cH:65][cH:66]1.[CH3:67][CH2:68][O:69][C:70](=[O:71])[CH3:72].[Cl-:42].[Li+:41].[Na+:35].[Na+:36].[O-:37][C:38](=[O:39])[O-:40].[OH:43][C:44]([C:45]([OH:46])([CH3:47])[CH3:48])([CH3:49])[CH3:50].[n:51]1[cH:52][cH:53][c:54]([B:57]([OH:58])[OH:59])[cH:55][cH:56]1>>[CH3:1][O:2][c:3]1[c:4]([CH3:34])[c:5]([CH2:6][c:7]2[cH:8][cH:9][c:10](-[c:54]3[cH:53][cH:52][n:51][cH:56][cH:55]3)[c:11]([C:12](=[O:13])[O:14][CH3:15])[cH:16]2)[c:25]([O:32][CH3:33])[c:26]([O:30][CH3:31])[c:27]1[O:28][CH3:29]. Starting materials: C1(\C=C/C(=O)O1)=O (maleic anhydride), NC1=CC=C(OC2=CC=C(C(C)(C)C3=CC=C(C=C3)C(C3=CC=C(C=C3)OC3=CC=C(C=C3)N)(C)C)C=C2)C=C1 (1,4-bis[4(4-aminophenoxy),α,α-dimethylbenzyl)benzene). The reagents and catalysts are P(O)(O)(O)=O (phosphoric acid). Run in C=1(C(=CC=CC1)C)C (xylene), C=1(C(=CC=CC1)C)C (xylene), CN(C=O)C (N,N-dimethylformamide), C=1(C(=CC=CC1)C)C (xylene). Yields the product C1(C=CC(N1C1=CC=C(OC2=CC=C(C(C)(C)C3=CC=C(C=C3)C(C3=CC=C(C=C3)OC3=CC=C(C=C3)N3C(C=CC3=O)=O)(C)C)C=C2)C=C1)=O)=O (1,4-bis[4-(4-maleimidophenoxy)-α, α-dimethylbenzyl]benzene). The yield is 96.5%. RXN SMILES: [C:1]1(=[O:7])O[C:4](=[O:5])[CH:3]=[CH:2]1.[NH2:8][C:9]1[CH:47]=[CH:46][C:12]([O:13][C:14]2[CH:45]=[CH:44][C:17]([C:18]([C:21]3[CH:26]=[CH:25][C:24]([C:27]([CH3:43])([CH3:42])[C:28]4[CH:33]=[CH:32][C:31]([O:34][C:35]5[CH:40]=[CH:39][C:38]([NH2:41])=[CH:37][CH:36]=5)=[CH:30][CH:29]=4)=[CH:23][CH:22]=3)([CH3:20])[CH3:19])=[CH:16][CH:15]=2)=[CH:11][CH:10]=1>C1(C)C(C)=CC=CC=1.CN(C)C=O.P(=O)(O)(O)O>[C:1]1(=[O:7])[N:41]([C:38]2[CH:39]=[CH:40][C:35]([O:34][C:31]3[CH:32]=[CH:33][C:28]([C:27]([C:24]4[CH:25]=[CH:26][C:21]([C:18]([CH3:20])([CH3:19])[C:17]5[CH:16]=[CH:15][C:14]([O:13][C:12]6[CH:11]=[CH:10][C:9]([N:8]7[C:1](=[O:7])[CH:2]=[CH:3][C:4]7=[O:5])=[CH:47][CH:46]=6)=[CH:45][CH:44]=5)=[CH:22][CH:23]=4)([CH3:42])[CH3:43])=[CH:29][CH:30]=3)=[CH:36][CH:37]=2)[C:4](=[O:5])[CH:3]=[CH:2]1. Procedure: In the same reactor used in Example 2A, there were placed 26.5 g (0.27 mole) of maleic anhydride, 0.7 g of phosphoric acid and 150 ml of mixed xylene. A solution was then added dropwise thereto under reflux of xylene, the solution having been prepared by thermally dissolving 52.8 g (0.1 mole) of 1,4-bis[4(4-aminophenoxy),α,α-dimethylbenzyl)benzene obtained in Example 1A in a mixture of 100 ml of mixed xylene and 50 ml of N,N-dimethylformamide. A dropping time of 5 hours and an aging time of 2 ho... The reactants are Cl (Hydrochloric acid), NC1=NC(=CC(=C1N)C=1SC=CC1)NC(=O)OCC (2,3-diamino-4-(2-thienyl)-6-ethoxycarbonylaminopyridine), C(C)OC(O)O (orthoformic acid ethyl ester). Run at time 3 day. The product is S1C(=CC=C1)C1=C2C(=NC(=C1)NC(=O)OCC)NC=N2 (7-(2-thienyl)-5-ethoxycarbonylamino-3H-imidazo[4,5-b]pyridine). The yield is 91.0%. Reaction SMILES: Cl.[NH2:2][C:3]1[C:8]([NH2:9])=[C:7]([C:10]2[S:11][CH:12]=[CH:13][CH:14]=2)[CH:6]=[C:5]([NH:15][C:16]([O:18][CH2:19][CH3:20])=[O:17])[N:4]=1.[CH2:21](OC(O)O)C>>[S:11]1[CH:12]=[CH:13][CH:14]=[C:10]1[C:7]1[CH:6]=[C:5]([NH:15][C:16]([O:18][CH2:19][CH3:20])=[O:17])[N:4]=[C:3]2[NH:2][CH:21]=[N:9][C:8]=12. Procedure details: Hydrochloric acid (35 wt %, 892 μl) was added to 2,3-diamino-4-(2-thienyl)-6-ethoxycarbonylaminopyridine (1.28 g, 4.61 mmol) and orthoformic acid ethyl ester (24.6 ml), followed by stirring at room temperature for 3 days. This solution was filtered and the product was washed with ether to give 7-(2-thienyl)-5-ethoxycarbonylamino-3H-imidazo[4,5-b]pyridine (1.36 g, yield 91%). Reactants: BrCCBr (1,2-dibromoethane), BrC1=CC(=C(C=C1)CC#N)F ((4-Bromo-2-fluoro-phenyl)-acetonitrile), [H-].[Na+] (sodium hydride). Solvent: C1CCOC1 (THF), CN(C)C=O (DMF), CCOC(=O)C (EtOAc). Yields the product BrC1=CC(=C(C=C1)C1(CC1)C#N)F (1-(4-Bromo-2-fluoro-phenyl)-cyclopropanecarbonitrile). Reaction SMILES: [H-].[Na+].[Br:3][C:4]1[CH:9]=[CH:8][C:7]([CH2:10][C:11]#[N:12])=[C:6]([F:13])[CH:5]=1.Br[CH2:15][CH2:16]Br>CN(C=O)C.C1COCC1.CCOC(C)=O>[Br:3][C:4]1[CH:9]=[CH:8][C:7]([C:10]2([C:11]#[N:12])[CH2:16][CH2:15]2)=[C:6]([F:13])[CH:5]=1 |f:0.1|. Procedure: To a slurry of sodium hydride (60% dispersion in mineral oil, 0.82 g, 20.6 mmol) in DMF (20 mL) cooled to 0° C. was added a solution of (4-bromo-2-fluoro-phenyl)-acetonitrile (2.0 g, 9.35 mmol) from Step 1 above dissolved in THF (10 mL). The reaction was stirred till gas evolution ceased, and then 1,2-dibromoethane (1.8 mL, 20.6 mmol) was added slowly. The reaction was stirred for 30 minutes, and then diluted with 100 mL EtOAc. The solids were removed by filtration, and the organic layer was was... Starting materials: [H-].[Na+] (NaH), C(CC)NC(=O)C1=C(SC=C1)N=C(OC)CCCC (2-(1-n-butyl-1-methoxymethyleneamino)-thiophene-3-carboxylicacid propylamide). The solvent is C1CCOC1 (THF). Run at time 1 hour. The product is C(CCC)C=1N(C(C2=C(N1)SC=C2)=O)CCC (2-n-Butyl-3-n-propyl-3H-thieno[2,3-d]pyrimidin-4-one). RXN SMILES: [H-].[Na+].[CH2:3]([NH:6][C:7]([C:9]1[CH:13]=[CH:12][S:11][C:10]=1[N:14]=[C:15]([CH2:18][CH2:19][CH2:20][CH3:21])OC)=[O:8])[CH2:4][CH3:5]>C1COCC1>[CH2:18]([C:15]1[N:6]([CH2:3][CH2:4][CH3:5])[C:7](=[O:8])[C:9]2[CH:13]=[CH:12][S:11][C:10]=2[N:14]=1)[CH2:19][CH2:20][CH3:21] |f:0.1|. Procedure details: In a sulfonation flask, 0.85 g of 2-(1-n-butyl-1-methoxymethyleneamino)-thiophene-3-carboxylicacid propylamide is dissolved in 20 ml of absolute THF and 0.15 g of a ca. 55% NaH dispersion is added in small portions. The mixture is stirred for 15 minutes at room temperature and 1 hour at reflux temperature. Then the solvent is removed in a water jet vacuum and the residue taken up in ethylacetate. The organic phase is washed twice with water and after drying of the organic phase with sodium sulfa...